describe an organic reaction: reactants, conditions, products, and yield From a dataset of the Open Reaction Database (ORD), a public repository of structured organic reaction records. Reactants: CCN, Cc1cc(Cl)nc(Cl)c1C(=O)NCc1cccc(F)c1, Cl, [K+], [K+], O=C([O-])[O-], CN(C)C=O, O. The product is CCNc1nc(Cl)cc(C)c1C(=O)NCc1cccc(F)c1. RXN SMILES: [CH2:22]([CH3:23])[NH2:24].[Cl:1][c:2]1[n:3][c:4]([Cl:20])[cH:5][c:6]([CH3:19])[c:7]1[C:8](=[O:9])[NH:10][CH2:11][c:12]1[cH:13][c:14]([F:18])[cH:15][cH:16][cH:17]1.[ClH:21].[K+:25].[K+:26].[O-:27][C:28]([O-:29])=[O:30].[O:32]=[CH:33][N:34]([CH3:35])[CH3:36].[OH2:31]>>[c:2]1([NH:24][CH2:22][CH3:23])[n:3][c:4]([Cl:20])[cH:5][c:6]([CH3:19])[c:7]1[C:8](=[O:9])[NH:10][CH2:11][c:12]1[cH:13][c:14]([F:18])[cH:15][cH:16][cH:17]1. Reactants: ClC1=CC(=NC(=N1)C)N1CC(C1)C1=NC2=C(N1C)C=CC=C2 (2-(1-(6-chloro-2-methylpyrimidin-4-yl)azetidin-3-yl)-1-methyl-1H-benzo[d]imidazole), O.NN (hydrazine hydrate), C(=O)([O-])[O-].[K+].[K+] (K2CO3). The solvent is CC1CCCO1 (2-MeTHF). Reaction conditions: temperature 85 celsius. The product is N(N)C1=CC(=NC(=N1)C)N1CC(C1)C1=NC2=C(N1C)C=CC=C2 (2-(1-(6-hydrazinyl-2-methylpyrimidin-4-yl)azetidin-3-yl)-1-methyl-1H-benzo[d]imidazole). As a reaction SMILES: Cl[C:2]1[N:7]=[C:6]([CH3:8])[N:5]=[C:4]([N:9]2[CH2:12][CH:11]([C:13]3[N:17]([CH3:18])[C:16]4[CH:19]=[CH:20][CH:21]=[CH:22][C:15]=4[N:14]=3)[CH2:10]2)[CH:3]=1.O.[NH2:24][NH2:25].C([O-])([O-])=O.[K+].[K+]>CC1OCCC1>[NH:24]([C:2]1[N:7]=[C:6]([CH3:8])[N:5]=[C:4]([N:9]2[CH2:12][CH:11]([C:13]3[N:17]([CH3:18])[C:16]4[CH:19]=[CH:20][CH:21]=[CH:22][C:15]=4[N:14]=3)[CH2:10]2)[CH:3]=1)[NH2:25] |f:1.2,3.4.5|. Procedure: Compound 2-2 (900 mg, 2.87 mmol), hydrazine hydrate (431 mg, 8.6 mmol) and K2CO3 (1.2 g, 8.6 mmol) were suspended in 2-MeTHF (8 mL) in a vial that was capped and heated at 85° C. for 16 h. After cooling to room temperature, the reaction was filtered and the collected solids were washed with water and ether and dried over suction to give Intermediate 2 as a white solid. MS: m/z=310.3 (M+H). Reactants: FC(C(C(C(=O)NO)C)=O)(F)F (4,4,4-Trifluoro-N-hydroxy-2-methyl-3-oxobutyramide), O (Water). The solvent is OS(=O)(=O)O (H2SO4). Run at temperature 75 celsius. Product: CC=1C(=NOC1C(F)(F)F)O (4-Methyl-5-trifluoromethyl-isoxazol-3-ol). Yield: 43.7%. As a reaction SMILES: [F:1][C:2]([F:12])([F:11])[C:3](=[O:10])[CH:4]([CH3:9])[C:5]([NH:7]O)=[O:6].O>OS(O)(=O)=O>[CH3:9][C:4]1[C:5]([OH:6])=[N:7][O:10][C:3]=1[C:2]([F:12])([F:11])[F:1]. Reported procedure: 4,4,4-Trifluoro-N-hydroxy-2-methyl-3-oxobutyramide (500 mg, 2.70 mmol) was dissolved in aq. 90% H2SO4 (5.5 mL). The mixture was heated to 75° C. for 90 min, and then allowed to cool to rt. Water (15 mL) was added, and the mixture was extracted with Et2O (2×). The combined org. extracts were dried over MgSO4, filtered, and the solvents were removed under reduced pressure. Purification by FC (EtOAc/heptane/AcOH 20:80:1→25:75:1→33:66:1) yielded the title compound (197 mg, 44%). TLC: Rf=0.43 (EtOAc/... Reactants: C12CC3CC(CC(C1)C3)C2 (adamantane), O=O (oxygen), C12CC3CC(CC(C1)C3)C2 (adamantane), ON1C(C=2C(C1=O)=CC=CC2)=O (N-hydroxyphthalimide), [N+](=O)[O-] (nitrogen dioxide), FC(F)(F)C1=CC=CC=C1 (trifluoromethylbenzene). Solvent: C(C)#N (acetonitrile). The product is [N+](=O)([O-])C12CC3CC(CC(C1)C3)C2 (nitroadamantane), C12(CC3CC(CC(C1)C3)C2)O (adamantanol), C(C)(=O)OC12CC3CC(CC(C1)C3)C2 (acetyloxyadamantane). Isolated yield 1.0%. RXN SMILES: [CH:1]12[CH2:10][CH:5]3[CH2:6][CH:7]([CH2:9][CH:3]([CH2:4]3)[CH2:2]1)[CH2:8]2.[OH:11][N:12]1[C:16](=[O:17])[C:15]2=CC=CC=C2C1=O.[N+]([O-])=[O:24].FC(C1C=CC=CC=1)(F)F.[O:36]=O>C(#N)C>[N+:12]([C:1]12[CH2:10][CH:5]3[CH2:6][CH:7]([CH2:9][CH:3]([CH2:4]3)[CH2:2]1)[CH2:8]2)([O-:11])=[O:24].[C:1]12([OH:11])[CH2:10][CH:5]3[CH2:6][CH:7]([CH2:9][CH:3]([CH2:4]3)[CH2:2]1)[CH2:8]2.[C:16]([O:17][C:1]12[CH2:10][CH:5]3[CH2:6][CH:7]([CH2:9][CH:3]([CH2:4]3)[CH2:2]1)[CH2:8]2)(=[O:36])[CH3:15] |^1:22|. Procedure: Into a flask, 1 mmole of adamantane, 0.05 mmole of N-hydroxyphthalimide, 15 mmole of nitrogen dioxide (NO2), 1 ml of acetonitrile and 2 ml of trifluoromethylbenzene were added and stirred for 5 hours at 60° C. in an atmosphere of oxygen. The reaction products were analyzed by gas chromatography, and, as a result, the conversion of adamantane was 90%, and nitroadamantane (yield 73%), adamantanol (yield 2%), acetyloxyadamantane (yield 1%) and adamantanone (yield 3%) were formed. The reactants are C(C=C)C1=C(OCC2CO2)C=CC(=C1)C=CNC(=O)OC (1-[2-allyl-4-(2-methoxycarbonylaminovinyl)-phenoxy]-2,3-epoxy-propane), C(C)(C)N (isopropylamine). The solvent is C(C)(C)O (isopropanol). The product is C(C=C)C1=C(OCC(CNC(C)C)O)C=CC(=C1)C=CNC(=O)OC (1-[2-Allyl-4-(2-methoxycarbonylaminovinyl)-phenoxy]-2-hydroxy-3-isopropylamino-propane). As a reaction SMILES: [CH2:1]([C:4]1[CH:14]=[C:13]([CH:15]=[CH:16][NH:17][C:18]([O:20][CH3:21])=[O:19])[CH:12]=[CH:11][C:5]=1[O:6][CH2:7][CH:8]1[O:10][CH2:9]1)[CH:2]=[CH2:3].[CH:22]([NH2:25])([CH3:24])[CH3:23]>C(O)(C)C>[CH2:1]([C:4]1[CH:14]=[C:13]([CH:15]=[CH:16][NH:17][C:18]([O:20][CH3:21])=[O:19])[CH:12]=[CH:11][C:5]=1[O:6][CH2:7][CH:8]([OH:10])[CH2:9][NH:25][CH:22]([CH3:24])[CH3:23])[CH:2]=[CH2:3]. Reported procedure: 4.9 g (0.017 mol) of 1-[2-allyl-4-(2-methoxycarbonylaminovinyl)-phenoxy]-2,3-epoxy-propane are heated for 3 hours with a solution of 1.57 ml (0.018 mol) of isopropylamine in 100 ml of isopropanol to 80° C. under reflux. The mixture is then evaporated under reduced pressure and the resulting crude base is crystallised from acetone-ether. 1-[2-Allyl-4-(2-methoxycarbonylaminovinyl)-phenoxy]-2-hydroxy-3-isopropylamino-propane, of melting point 128°-129° C. is obtained.